This data is from the Open Reaction Database (ORD), a public repository of structured organic reaction records. The task is: describe an organic reaction: reactants, conditions, products, and yield Reactants: COC=1C=C2CCN3C(C2=CC1OC)=CC(=NC3=O)NC3=C(C=C(C=C3C)C)C (9,10-Dimethoxy-2-(2,4,6-trimethylanilino)-6,7-dihydro-4H-pyrimido(6,1-a)isoquinolin-4-one), CN(C=O)C (dimethylformamide), [H-].[Na+] (sodium hydride), C(C)(C)I (Isopropyl iodide). The solvent is CO (methanol). Product: COC=1C=C2CCN3C(C2=CC1OC)=CC(=NC3=O)N(C3=C(C=C(C=C3C)C)C)C(C)C (9,10-Dimethoxy-2-(N-isopropyl-2,4,6-trimethylanilino)-6,7-dihydro-4H-pyrimido(6,1-a)isoquinolin-4-one), COC=1C=C2CCN3C(C2=CC1OC)=CC(N(C3=O)C(C)C)=NC3=C(C=C(C=C3C)C)C (9,10-dimethoxy-3-isopropyl-2-mesitylimino-2,3,6,7-tetrahydro-4H-pyrimido(6,1-a)isoquinoline-4-one). Reaction SMILES: [CH3:1][O:2][C:3]1[CH:4]=[C:5]2[C:10](=[CH:11][C:12]=1[O:13][CH3:14])[C:9]1=[CH:15][C:16]([NH:20][C:21]3[C:26]([CH3:27])=[CH:25][C:24]([CH3:28])=[CH:23][C:22]=3[CH3:29])=[N:17][C:18](=[O:19])[N:8]1[CH2:7][CH2:6]2.CN(C)C=O.[H-].[Na+].[CH:37](I)([CH3:39])[CH3:38]>CO>[CH3:1][O:2][C:3]1[CH:4]=[C:5]2[C:10](=[CH:11][C:12]=1[O:13][CH3:14])[C:9]1=[CH:15][C:16]([N:20]([CH:37]([CH3:39])[CH3:38])[C:21]3[C:26]([CH3:27])=[CH:25][C:24]([CH3:28])=[CH:23][C:22]=3[CH3:29])=[N:17][C:18](=[O:19])[N:8]1[CH2:7][CH2:6]2.[CH3:1][O:2][C:3]1[CH:4]=[C:5]2[C:10](=[CH:11][C:12]=1[O:13][CH3:14])[C:9]1=[CH:15][C:16](=[N:20][C:21]3[C:26]([CH3:27])=[CH:25][C:24]([CH3:28])=[CH:23][C:22]=3[CH3:29])[N:17]([CH:37]([CH3:39])[CH3:38])[C:18](=[O:19])[N:8]1[CH2:7][CH2:6]2 |f:2.3|. Procedure: 9,10-Dimethoxy-2-(2,4,6-trimethylanilino)-6,7-dihydro-4H-pyrimido(6,1-a)isoquinolin-4-one (5.85 g) and dimethylformamide (30 ml) are added to oil-free sodium hydride (1.5 g). The mixture is heated for 5 minutes to 110° C. and then cooled to room temperature. Isopropyl iodide (2.55 g) is added and the whole is heated to 110° C. for 40 hours. After cooling, methanol is added to the reaction mixture and the solvents are removed under reduced pressure. The residue is extracted with chloroform, the e... Starting materials: BrC=1C=C(SC1)CC1CC1 (4-Bromo-2-(cyclopropylmethyl)thiophene), C(Cl)Cl (DCM), O=S1(CCC(CC1)C1=CNC2=C(C=C(C=C12)B1OC(C(O1)(C)C)(C)C)C(=O)N)=O (3-(1,1-dioxidotetrahydro-2H-thiopyran-4-yl)-5-(4,4,5,5-tetramethyl-1,3,2-dioxaborolan-2-yl)-1H-indole-7-carboxamide), C(=O)([O-])[O-].[K+].[K+] (K2CO3). The solvent is O1CCOCC1 (1,4-dioxane), O (water). Run at temperature 100 celsius. Yields the product C1(CC1)CC1=CC(=CS1)C=1C=C2C(=CNC2=C(C1)C(=O)N)C1CCS(CC1)(=O)=O (5-[5-(Cyclopropylmethyl)-3-thienyl]-3-(1,1-dioxidotetrahydro-2H-thiopyran-4-yl)-1H-indole-7-carboxamide). The yield is 22.1%. RXN SMILES: Br[C:2]1[CH:3]=[C:4]([CH2:7][CH:8]2[CH2:10][CH2:9]2)[S:5][CH:6]=1.[O:11]=[S:12]1(=[O:39])[CH2:17][CH2:16][CH:15]([C:18]2[C:26]3[C:21](=[C:22]([C:36]([NH2:38])=[O:37])[CH:23]=[C:24](B4OC(C)(C)C(C)(C)O4)[CH:25]=3)[NH:20][CH:19]=2)[CH2:14][CH2:13]1.C([O-])([O-])=O.[K+].[K+].C(Cl)Cl>O1CCOCC1.O>[CH:8]1([CH2:7][C:4]2[S:5][CH:6]=[C:2]([C:24]3[CH:25]=[C:26]4[C:21](=[C:22]([C:36]([NH2:38])=[O:37])[CH:23]=3)[NH:20][CH:19]=[C:18]4[CH:15]3[CH2:14][CH2:13][S:12](=[O:11])(=[O:39])[CH2:17][CH2:16]3)[CH:3]=2)[CH2:10][CH2:9]1 |f:2.3.4|. Procedure details: 4-Bromo-2-(cyclopropylmethyl)thiophene (50 mg, 0.23 mmol), 3-(1,1-dioxidotetrahydro-2H-thiopyran-4-yl)-5-(4,4,5,5-tetramethyl-1,3,2-dioxaborolan-2-yl)-1H-indole-7-carboxamide (80 mg, 0.19 mmol) and K2CO3 (105 mg, 0.76 mmol) was taken up in 1,4-dioxane (3 mL) and water (1.5 mL) in a microwave vial. The mixture was degassed by bubbling argon through it for 5 min. PdCl2(dppf).DCM adduct (25 mg, 0.031 mmol) was added, and the reaction was heated in a microwave for 5 min at 100° C. The reaction mixtu... As a reaction SMILES: [Al+3:26].[F:1][C:2]([c:3]1[cH:4][c:5](-[c:9]2[cH:10][cH:11][n:12][c:13]3[n:14]2[cH:15][n:16][c:17]3[C:18](=[O:19])[O:20][CH2:21][CH3:22])[cH:6][cH:7][cH:8]1)([F:23])[F:24].[H-:25].[H-:28].[H-:29].[H-:30].[Li+:27].[O:31]1[CH2:32][CH2:33][CH2:34][CH2:35]1>>[F:1][C:2]([c:3]1[cH:4][c:5](-[c:9]2[cH:10][cH:11][n:12][c:13]3[n:14]2[cH:15][n:16][c:17]3[CH2:18][OH:19])[cH:6][cH:7][cH:8]1)([F:23])[F:24]. Starting materials: [Al+3], CCOC(=O)c1ncn2c(-c3cccc(C(F)(F)F)c3)ccnc12, [H-], [H-], [H-], [H-], [Li+], C1CCOC1. Yields the product OCc1ncn2c(-c3cccc(C(F)(F)F)c3)ccnc12. The reactants are O=C(C1=CC=C(F)C=C1F)N(C(C)C)C(C)C. Reagents/catalysts: O=C1C=CC=2C=CC=C(C3=CN=C(C=C3)C=4N=CC=CC4)C2N1, O1B(OC(C)(C)C1(C)C)B2OC(C)(C)C(O2)(C)C, [K].OC(C)(C)C, C[OH2+].C[OH2+].C1CC=CCCC=C1.C1CC=CCCC=C1.[Ir].[Ir]. Run in O1CCCC1. Run at temperature 80 celsius, time 12 hour. Product: O=C(C1=CC(B2OC(C)(C)C(O2)(C)C)=C(F)C=C1F)N(C(C)C)C(C)C. Isolated yield 81.0%. Reported procedure: In an argon filled glove box, a 5.0 mL wheaton microreactor was charged with [Ir(cod)(OMe)]2 (1.98 mg, 1.5 mol%), L1 ligand (2.1 mg, 3.5 mol%), B2pin2 (50.8 mg, 1.0 equiv.), KOtBu (1.0 mg, 4.5 mol%) and dry THF (1.0 mL). The reaction mixture was stirred for 2 minutes at room temperature. To this mixture, 2,4-difluoro-N,N-diisopropylbenzamide (48.3 mg, 0.2 mmol) was added. The microreactor was capped with a teflon pressure cap and placed into pre-heated aluminum block at 80 oC. The reaction mixtu...